From a dataset of the Open Reaction Database (ORD), a public repository of structured organic reaction records. describe an organic reaction: reactants, conditions, products, and yield Starting materials: CC(=O)C (Acetone), C(CCC)[Li] (n-butyllithium), hexanes, BrC=1C=NC=C(C1)Br (3,5-dibromopyridine). Solvent: C1(=CC=CC=C1)C (toluene). Conditions: temperature -78 celsius, time 2 hour. Product: BrC=1C=C(C=NC1)C(C)(C)O (2-(5-bromo-3-pyridinyl)-2-propanol). RXN SMILES: Br[C:2]1[CH:3]=[N:4][CH:5]=[C:6]([Br:8])[CH:7]=1.C([Li])CCC.[CH3:14][C:15]([CH3:17])=[O:16]>C1(C)C=CC=CC=1>[Br:8][C:6]1[CH:7]=[C:2]([C:15]([OH:16])([CH3:17])[CH3:14])[CH:3]=[N:4][CH:5]=1. Procedure details: To a 5000-mL 4-necked round-bottom flask purged and maintained with an inert atmosphere of nitrogen was added a solution of 3,5-dibromopyridine (264 g, 1.12 mol) in toluene (3000 mL). The solution was cooled to −78° C., and a solution of n-butyllithium in hexanes (2.6 M, 475 mL, 1.24 mol) was then added, giving a solution that was stirred for 2 hours at −78° C. Acetone (108 g, 1.86 mol) was then added. After 1 hour, the reaction mixture was quenched by addition of 350 mL saturated aqueous ammoni... Reactants: CC(=O)O, Cl, CC(CC(N)=O)c1ccc(-c2ccc(F)cc2F)cc1, O. Product: CC(CC(=O)O)c1ccc(-c2ccc(F)cc2F)cc1. Reaction SMILES: [CH3:22][C:23]([OH:24])=[O:25].[ClH:21].[F:1][c:2]1[c:3](-[c:9]2[cH:10][cH:11][c:12]([CH:15]([CH2:16][C:17](=[O:18])[NH2:19])[CH3:20])[cH:13][cH:14]2)[cH:4][cH:5][c:6]([F:8])[cH:7]1.[OH2:26]>>[F:1][c:2]1[c:3](-[c:9]2[cH:10][cH:11][c:12]([CH:15]([CH2:16][C:17](=[O:18])[OH:24])[CH3:20])[cH:13][cH:14]2)[cH:4][cH:5][c:6]([F:8])[cH:7]1. Reactants: FB(F)F, O=C([O-])O, COc1ccc(C2(C)NC(=O)N(c3ccc(C#N)c(C(F)(F)F)c3)C2=O)cc1, CSC, ClCCl, [Na+]. Yields the product CC1(c2ccc(O)cc2)NC(=O)N(c2ccc(C#N)c(C(F)(F)F)c2)C1=O. RXN SMILES: [B:32]([F:33])([F:34])[F:35].[C:36](=[O:37])([OH:38])[O-:39].[CH3:1][O:2][c:3]1[cH:4][cH:5][c:6]([C:9]2([CH3:28])[NH:10][C:11](=[O:27])[N:12]([c:15]3[cH:16][c:17]([C:23]([F:24])([F:25])[F:26])[c:18]([C:19]#[N:20])[cH:21][cH:22]3)[C:13]2=[O:14])[cH:7][cH:8]1.[CH3:29][S:30][CH3:31].[Cl:41][CH2:42][Cl:43].[Na+:40]>>[OH:2][c:3]1[cH:4][cH:5][c:6]([C:9]2([CH3:28])[NH:10][C:11](=[O:27])[N:12]([c:15]3[cH:16][c:17]([C:23]([F:24])([F:25])[F:26])[c:18]([C:19]#[N:20])[cH:21][cH:22]3)[C:13]2=[O:14])[cH:7][cH:8]1.